Dataset: the Open Reaction Database (ORD), a public repository of structured organic reaction records. Task: describe an organic reaction: reactants, conditions, products, and yield Starting materials: CCOC(=O)C1(c2cccs2)CCC=CCC1, CCO, [H][H]. The product is CCOC(=O)C1(c2cccs2)CCCCCC1. Reaction SMILES: [CH2:1]([CH3:2])[O:3][C:4](=[O:5])[C:6]1([c:13]2[s:14][cH:15][cH:16][cH:17]2)[CH2:7][CH2:8][CH:9]=[CH:10][CH2:11][CH2:12]1.[CH3:20][CH2:21][OH:22].[H:18][H:19]>>[CH2:1]([CH3:2])[O:3][C:4](=[O:5])[C:6]1([c:13]2[s:14][cH:15][cH:16][cH:17]2)[CH2:7][CH2:8][CH2:9][CH2:10][CH2:11][CH2:12]1. The reactants are BrB(Br)Br, ClCCl, COc1cccc(NCc2ccc(Cl)cc2)c1. The product is Oc1cccc(NCc2ccc(Cl)cc2)c1. Reaction SMILES: [B:1]([Br:2])([Br:3])[Br:4].[Cl:22][CH2:23][Cl:24].[Cl:5][c:6]1[cH:7][cH:8][c:9]([CH2:10][NH:11][c:12]2[cH:13][c:14]([O:18][CH3:19])[cH:15][cH:16][cH:17]2)[cH:20][cH:21]1>>[Cl:5][c:6]1[cH:7][cH:8][c:9]([CH2:10][NH:11][c:12]2[cH:13][c:14]([OH:18])[cH:15][cH:16][cH:17]2)[cH:20][cH:21]1. Reactants: ClCCl, CC#N, COc1cc(C)nc(N)n1, O=C=NS(=O)(=O)c1ccco1. The product is COc1cc(C)nc(NC(=O)NS(=O)(=O)c2ccco2)n1. RXN SMILES: [CH2:25]([Cl:26])[Cl:27].[CH3:22][C:23]#[N:24].[NH2:12][c:13]1[n:14][c:15]([CH3:21])[cH:16][c:17]([O:19][CH3:20])[n:18]1.[o:1]1[c:2]([S:6](=[O:7])(=[O:8])[N:9]=[C:10]=[O:11])[cH:3][cH:4][cH:5]1>>[o:1]1[c:2]([S:6](=[O:7])(=[O:8])[NH:9][C:10](=[O:11])[NH:12][c:13]2[n:14][c:15]([CH3:21])[cH:16][c:17]([O:19][CH3:20])[n:18]2)[cH:3][cH:4][cH:5]1. The reactants are ClCCNC(=O)C1=NSC2=C1C=CC=C2 (N-(2-chloroethyl)-1,2-benzisothiazole-3-carboxamide), ClC1=CC2=C(C(=NO2)N2CCCCC2)C=C1 (1-(6-chloro-1,2-benzisoxazol-3-yl)piperidine), C([O-])([O-])=O.[Na+].[Na+] (sodium carbonate). The solvent is O (water), CN1C(CCC1)=O (N-methylpyrrolidinone). Conditions: temperature 180 celsius, time 5 hour. Yields the product ClC1=CC2=C(C(=NO2)N2CCC(CC2)CCNC(=O)C2=NSC3=C2C=CC=C3)C=C1 (N-[2-(1-(6-Chloro-1,2-benzisoxazol-3-yl)-4-piperidinyl)ethyl]-1,2-benzisothiazole-3-carboxamide). Yield: 44.8%. As a reaction SMILES: Cl[CH2:2][CH2:3][NH:4][C:5]([C:7]1[C:11]2[CH:12]=[CH:13][CH:14]=[CH:15][C:10]=2[S:9][N:8]=1)=[O:6].[Cl:16][C:17]1[CH:31]=[CH:30][C:20]2[C:21]([N:24]3[CH2:29][CH2:28][CH2:27][CH2:26][CH2:25]3)=[N:22][O:23][C:19]=2[CH:18]=1.C(=O)([O-])[O-].[Na+].[Na+]>CN1CCCC1=O.O>[Cl:16][C:17]1[CH:31]=[CH:30][C:20]2[C:21]([N:24]3[CH2:25][CH2:26][CH:27]([CH2:2][CH2:3][NH:4][C:5]([C:7]4[C:11]5[CH:12]=[CH:13][CH:14]=[CH:15][C:10]=5[S:9][N:8]=4)=[O:6])[CH2:28][CH2:29]3)=[N:22][O:23][C:19]=2[CH:18]=1 |f:2.3.4|. Procedure details: A mixture of N-(2-chloroethyl)-1,2-benzisothiazole-3-carboxamide (2.9 g) and 1-(6-chloro-1,2-benzisoxazol-3-yl)piperidine (3.48 g) in dry N-methylpyrrolidinone (125 ml) was heated to 180° C., with stirring, under nitrogen. After 5 hr, the reaction mixture was allowed to cool to room temperature, diluted with water, basified with saturated aqueous sodium carbonate solution, and extracted with ethyl acetate. The organic phase was washed with water, dried over anhydrous magnesium sulfate, filtered,... Reactants: O (Water), COC(C1=C(C=CC(=C1)O)NC(CC)=O)=O (5-hydroxy-2-propionylamino-benzoic acid methyl ester), C([O-])([O-])=O.[K+].[K+] (potassium carbonate), FC1=C(C=CC=C1)[N+](=O)[O-] (2-fluoronitrobenzene). Solvent: CN(C)C=O (DMF). Conditions: time 8 hour. Yields the product COC(C1=C(C=CC(=C1)OC1=C(C=CC=C1)[N+](=O)[O-])NC(CC)=O)=O (2-propionylamino-5-(2-nitro-phenoxy)-benzoic methyl ester). The yield is 75.6%. RXN SMILES: [CH3:1][O:2][C:3](=[O:16])[C:4]1[CH:9]=[C:8]([OH:10])[CH:7]=[CH:6][C:5]=1[NH:11][C:12](=[O:15])[CH2:13][CH3:14].C(=O)([O-])[O-].[K+].[K+].F[C:24]1[CH:29]=[CH:28][CH:27]=[CH:26][C:25]=1[N+:30]([O-:32])=[O:31].O>CN(C=O)C>[CH3:1][O:2][C:3](=[O:16])[C:4]1[CH:9]=[C:8]([O:10][C:24]2[CH:29]=[CH:28][CH:27]=[CH:26][C:25]=2[N+:30]([O-:32])=[O:31])[CH:7]=[CH:6][C:5]=1[NH:11][C:12](=[O:15])[CH2:13][CH3:14] |f:1.2.3|. Reported procedure: A mixture of 5-hydroxy-2-propionylamino-benzoic acid methyl ester (1.0 g, 4.5 mmol) and potassium carbonate (0.62 g, 4.5 mmol) was stirred in DMF (5 mL) for 10 minutes. 2-fluoronitrobenzene (0.63 g, 4.5 mmol) was then added and stirring was continued at room temperature overnight. Water (10 mL) was added and the resulting precipitate was collected by filtration, washed with water and dried under vacuum to give pure 2-propionylamino-5-(2-nitro-phenoxy)-benzoic methyl ester (1.16 g, 3.4 mmol).